The task is: describe an organic reaction: reactants, conditions, products, and yield. This data is from the Open Reaction Database (ORD), a public repository of structured organic reaction records. The reactants are P(=O)([O-])([O-])[O-].[K+].[K+].[K+] (potassium phosphate), NC1=N[C@]2(C3=CC(=CC=C3OC=3C(=CC(=CC23)Br)F)O)COC1 ((S)-5-amino-2′-bromo-4′-fluoro-2,6-dihydrospiro[[1,4]oxazine-3,9′-xanthen]-7′-ol), O1CC(=CCC1)B1OC(C(O1)(C)C)(C)C (2-(5,6-dihydro-2H-pyran-3-yl)-4,4,5,5-tetramethyl-1,3,2-dioxaborolane). The reagents and catalysts are CC(C)(C)P(C1=CC=C(C=C1)N(C)C)C(C)(C)C.CC(C)(C)P(C1=CC=C(C=C1)N(C)C)C(C)(C)C.Cl[Pd]Cl (PdCl2(AmPhos)2). Solvent: O1CCOCC1 (dioxane), O (water). Reaction conditions: temperature 120 celsius. Product: NC1=N[C@]2(C3=CC(=CC=C3OC=3C(=CC(=CC23)C=2COCCC2)F)O)COC1 ((S)-5-amino-2′-(5,6-dihydro-2H-pyran-3-yl)-4′-fluoro-2,6-dihydrospiro[[1,4]oxazine-3,9′-xanthen]-7′-ol). RXN SMILES: P([O-])([O-])([O-])=O.[K+].[K+].[K+].[NH2:9][C:10]1[CH2:31][O:30][CH2:29][C@:12]2([C:25]3[CH:24]=[C:23](Br)[CH:22]=[C:21]([F:27])[C:20]=3[O:19][C:18]3[C:13]2=[CH:14][C:15]([OH:28])=[CH:16][CH:17]=3)[N:11]=1.[O:32]1[CH2:37][CH2:36][CH:35]=[C:34](B2OC(C)(C)C(C)(C)O2)[CH2:33]1>O1CCOCC1.O.CC(P(C(C)(C)C)C1C=CC(N(C)C)=CC=1)(C)C.CC(P(C(C)(C)C)C1C=CC(N(C)C)=CC=1)(C)C.Cl[Pd]Cl>[NH2:9][C:10]1[CH2:31][O:30][CH2:29][C@:12]2([C:25]3[CH:24]=[C:23]([C:34]4[CH2:33][O:32][CH2:37][CH2:36][CH:35]=4)[CH:22]=[C:21]([F:27])[C:20]=3[O:19][C:18]3[C:13]2=[CH:14][C:15]([OH:28])=[CH:16][CH:17]=3)[N:11]=1 |f:0.1.2.3,8.9.10|. Procedure: In a microwave vial, the potassium phosphate (1.014 g, 4.78 mmol), PdCl2(AmPhos)2 (0.085 g, 0.119 mmol), (S)-5-amino-2′-bromo-4′-fluoro-2,6-dihydrospiro[[1,4]oxazine-3,9′-xanthen]-7′-ol (0.604 g, 1.593 mmol), and 2-(5,6-dihydro-2H-pyran-3-yl)-4,4,5,5-tetramethyl-1,3,2-dioxaborolane (0.485 g, 2.310 mmol) were suspended in dioxane (6.5 mL) and water (2.5 mL). Argon gas was blown through the vessel, which was sealed and heated by microwave at 120° C. for 30 min. The mixture was concentrated. The re...